From a dataset of the Open Reaction Database (ORD), a public repository of structured organic reaction records. describe an organic reaction: reactants, conditions, products, and yield Starting materials: Br, CC(=O)O, COc1ncccc1C(=O)c1ncc(Cl)cc1NS(=O)(=O)c1ccc(Cl)c(C(F)(F)F)c1, [Na+], O=C([O-])O, O. Product: O=C(c1cccnc1O)c1ncc(Cl)cc1NS(=O)(=O)c1ccc(Cl)c(C(F)(F)F)c1. As a reaction SMILES: [BrH:38].[C:39]([OH:40])(=[O:41])[CH3:42].[Cl:1][c:2]1[c:3]([C:29]([F:30])([F:31])[F:32])[cH:4][c:5]([S:8](=[O:9])(=[O:10])[NH:11][c:12]2[c:13]([C:19](=[O:20])[c:21]3[c:22]([O:27][CH3:28])[n:23][cH:24][cH:25][cH:26]3)[n:14][cH:15][c:16]([Cl:18])[cH:17]2)[cH:6][cH:7]1.[Na+:37].[O-:33][C:34]([OH:35])=[O:36].[OH2:43]>>[Cl:1][c:2]1[c:3]([C:29]([F:30])([F:31])[F:32])[cH:4][c:5]([S:8](=[O:9])(=[O:10])[NH:11][c:12]2[c:13]([C:19](=[O:20])[c:21]3[c:22]([OH:27])[n:23][cH:24][cH:25][cH:26]3)[n:14][cH:15][c:16]([Cl:18])[cH:17]2)[cH:6][cH:7]1. Reaction SMILES: [OH:1][C:2]1[CH2:3][C:4]([CH2:12][CH2:13][C:14]2[N:15]=[C:16]([NH:19][C:20](=[O:22])[CH3:21])[S:17][CH:18]=2)([CH:9]([CH3:11])[CH3:10])[O:5][C:6](=[O:8])[CH:7]=1.[C:23]([C:27]1[CH:32]=[C:31]([CH2:33][OH:34])[C:30]([CH3:35])=[CH:29][C:28]=1[S:36]S(C1C=CC(C)=CC=1)(=O)=O)([CH3:26])([CH3:25])[CH3:24].C(=O)([O-])[O-].[K+].[K+]>CN(C=O)C>[C:23]([C:27]1[CH:32]=[C:31]([CH2:33][OH:34])[C:30]([CH3:35])=[CH:29][C:28]=1[S:36][C:7]1[C:6](=[O:8])[O:5][C:4]([CH2:12][CH2:13][C:14]2[N:15]=[C:16]([NH:19][C:20](=[O:22])[CH3:21])[S:17][CH:18]=2)([CH:9]([CH3:11])[CH3:10])[CH2:3][C:2]=1[OH:1])([CH3:26])([CH3:25])[CH3:24] |f:2.3.4|. The solvent is CN(C)C=O (DMF). Product: C(C)(C)(C)C1=C(C=C(C(=C1)CO)C)SC1=C(CC(OC1=O)(C(C)C)CCC=1N=C(SC1)NC(C)=O)O (N-(4-{2-[5-(2-tert-Butyl-4-hydroxymethyl-5-methyl-phenylsulfanyl)-4-hydroxy-2-isopropyl-6-oxo-3,6-dihydro-2H-pyran-2-yl]-ethyl}-thiazol-2-yl)-acetamide). Reactants: OC=1CC(OC(C1)=O)(C(C)C)CCC=1N=C(SC1)NC(C)=O (N-{4-[2-(4-hydroxy-2-isopropyl-6-oxo-3,6-dihydro-2H-pyran-2-yl)-ethyl]-thiazol-2-yl}-acetamide), C(C)(C)(C)C1=C(C=C(C(=C1)CO)C)SS(=O)(=O)C1=CC=C(C=C1)C (toluene-4-thiosulfonic acid S-(2-tert-butyl-4-hydroxymethyl-5-methyl-phenyl)ester), C([O-])([O-])=O.[K+].[K+] (potassium carbonate). Procedure details: The title compound was prepared according to General Method 16a using N-{4-[2-(4-hydroxy-2-isopropyl-6-oxo-3,6-dihydro-2H-pyran-2-yl)-ethyl]-thiazol-2-yl}-acetamide (Example E-13; 0.49 g, 1.5 mmol), toluene-4-thiosulfonic acid S-(2-tert-butyl-4-hydroxymethyl-5-methyl-phenyl)ester (Example BB-2; 0.66 g, 1.8 mmol), potassium carbonate (0.83 g, 6.0 mmol), and DMF (5 mL). The product was chromatographed on silica gel, eluting with 5% MeOH in CH2Cl2, to give the title compound, mp 128-130° C. Reactants: C(c1cccc(c1)OC(C(F)F)(F)F)=O, CC1=CN=C(C=C1)N, [C-]#[N+]C1CCCCC1. The reagents and catalysts are O=C(O)C(F)(F)F (trifluoroacetic acid). The solvent is CC(C)O (isopropyl alcohol), CC(C)O (isopropylalcohol). Reaction conditions: temperature 22 celsius, time 20 hour. Product: Cc1ccc2nc(c3cccc(c3)OC(C(F)F)(F)F)c(NC3CCCCC3)n2c1. The yield is 8.9%. Reaction SMILES: CC1=CC=C(N)N=C1.[C-]#[N+]C1CCCCC1.FC(F)C(F)(F)OC1=CC(C=O)=CC=C1>>CC1=CN2C(C=C1)=NC(=C2NC1CCCCC1)C1=CC=CC(OC(F)(F)C(F)F)=C1.